From a dataset of the Open Reaction Database (ORD), a public repository of structured organic reaction records. describe an organic reaction: reactants, conditions, products, and yield As a reaction SMILES: Br[C:2]1[CH:10]=[C:9]2[C:5]([CH:6]=[CH:7][NH:8]2)=[C:4]([O:11][CH3:12])[CH:3]=1.[CH2:13](C([Sn])=C(CCCC)CCCC)[CH2:14]CC>COCCOC.CC1C=CC=CC=1[P](C1C=CC=CC=1C)([Pd](Cl)(Cl)[P](C1=C(C)C=CC=C1)(C1C=CC=CC=1C)C1C=CC=CC=1C)C1C=CC=CC=1C>[CH:13]([C:2]1[CH:10]=[C:9]2[C:5]([CH:6]=[CH:7][NH:8]2)=[C:4]([O:11][CH3:12])[CH:3]=1)=[CH2:14] |^1:14,40,51|. Reactants: BrC1=CC(=C2C=CNC2=C1)OC (6-bromo-4-(methyloxy)-1H-indole), C(CCC)C(=C(CCCC)CCCC)[Sn] (tributylvinyltin). Conditions: temperature 90 celsius. The product is C(=C)C1=CC(=C2C=CNC2=C1)OC (6-Ethenyl-4-(methyloxy)-1H-indole). The solvent is COCCOC (1,2-dimethoxyethane). Yield: 113.3%. The reagents and catalysts are CC1=C([P](C2=C(C)C=CC=C2)([Pd]([P](C3=C(C)C=CC=C3)(C4=C(C)C=CC=C4)C(C=CC=C5)=C5C)(Cl)Cl)C6=C(C)C=CC=C6)C=CC=C1 (dichlorobis(tri-o-tolylphosphine)palladium). Reported procedure: To a solution of 6-bromo-4-(methyloxy)-1H-indole (900 mg, 3.98 mmol) in 1,2-dimethoxyethane (20 mL) was added tributylvinyltin (1.74 mL, 5.96 mmol). The reaction mixture was degassed with argon and then treated with dichlorobis(tri-o-tolylphosphine)palladium (153 mg, 0.19 mmol). The mixture was heated at 90° C. for 65 hours. The mixture was filtered through a pad of celite, washed with ethyl acetate and then the filtrate concentrated in vacuo. The product was purified by silica gel chromatograph...